From a dataset of the Open Reaction Database (ORD), a public repository of structured organic reaction records. describe an organic reaction: reactants, conditions, products, and yield Reactants: FC1=C(C=C(C(=C1)C1=CC=CC=C1)S(=O)(=O)N)S(=O)(=O)N (4-fluoro-6-phenyl-1,3-benzenedisulfonamide), C(C1=CC=CO1)NC1=C(C=C(C(=C1)C1=CC=CC=C1)S(=O)(=O)N)S(=O)(=O)N (4-furfurylamino-6-phenyl-1,3-benzenedisulfonamide), FC(C(=O)O)(F)F (trifluoroacetic acid), C(C1=CC=CO1)N (furfurylamine), ice water. The solvent is C(C)(=O)O (acetic acid). The product is NC1=C(C=C(C(=C1)C1=CC=CC=C1)S(=O)(=O)N)S(=O)(=O)N (4-amino-6-phenyl-1,3-benzenedisulfonamide). RXN SMILES: FC1C=C(C2C=CC=CC=2)C(S(N)(=O)=O)=CC=1S(N)(=O)=O.C(N)C1OC=CC=1.C([NH:35][C:36]1[CH:41]=[C:40]([C:42]2[CH:47]=[CH:46][CH:45]=[CH:44][CH:43]=2)[C:39]([S:48]([NH2:51])(=[O:50])=[O:49])=[CH:38][C:37]=1[S:52]([NH2:55])(=[O:54])=[O:53])C1OC=CC=1.FC(F)(F)C(O)=O>C(O)(=O)C>[NH2:35][C:36]1[CH:41]=[C:40]([C:42]2[CH:43]=[CH:44][CH:45]=[CH:46][CH:47]=2)[C:39]([S:48]([NH2:51])(=[O:50])=[O:49])=[CH:38][C:37]=1[S:52]([NH2:55])(=[O:54])=[O:53]. Procedure: 1.68 G. of 4-fluoro-6-phenyl-1,3-benzenedisulfonamide and 3.1 g. of furfurylamine is heated to 95° C. for 1 1/2 hours. This mixture is cooled in ice, diluted with 30 ml. of ice water and acidified with acetic acid affording a brown precipitate of 4-furfurylamino-6-phenyl-1,3-benzenedisulfonamide which is collected by filtration and dried affording 2.14 g. of material with a m.p. of 168° to 171° C. This material is stirred with 22 ml. of trifluoroacetic acid at room temperature for 1 hour. The tr... The reactants are [OH-].[Na+] (sodium hydroxide), NC=1NC(=C(N1)C#N)C#N (2-amino-4,5-dicyanoimidazole), ClC(=O)OCC=C (allyl chloroformate), CC(=O)C (acetone), ice water. Run in O (water). The product is C(C=C)OC(=O)N1C(=NC(=C1C#N)C#N)N (1-allyloxycarbonyl-2-amino-4,5-dicyanoimidazole). Reaction SMILES: [NH2:1][C:2]1[NH:3][C:4]([C:9]#[N:10])=[C:5]([C:7]#[N:8])[N:6]=1.Cl[C:12]([O:14][CH2:15][CH:16]=[CH2:17])=[O:13].CC(C)=O.[OH-].[Na+]>O>[CH2:15]([O:14][C:12]([N:3]1[C:4]([C:9]#[N:10])=[C:5]([C:7]#[N:8])[N:6]=[C:2]1[NH2:1])=[O:13])[CH:16]=[CH2:17] |f:3.4|. Procedure details: 2 g of 2-amino-4,5-dicyanoimidazole and 2 g of allyl chloroformate were added to 20 ml of acetone and further 3 ml of water solution containing 20% of sodium hydroxide was added dropwise to it under stirring at a temperature of 15° to 20°C. After the resulting solution was stirred during an hour at a room temperature, it was poured into ice-water and thereby white crystal was separated out. Starting materials: O (water), O (water), C(C1=CC=CC=C1)=O (benzaldehyde), OCC(O)CO (glycerol), CC1=CC=C(C=C1)S(=O)(=O)O (4-methylbenzenesulfonic acid). Run in C(C)(C)OC(C)C (isopropylether), C1(=CC=CC=C1)C (toluene). Reaction conditions: time 8 hour. Product: OC1COC(OC1)C1=CC=CC=C1 (5-hydroxy-2-phenyl-1,3-dioxane). Reaction SMILES: [CH:1](=[O:8])[C:2]1[CH:7]=[CH:6][CH:5]=[CH:4][CH:3]=1.[OH:9][CH2:10][CH:11]([CH2:13]O)[OH:12].CC1C=CC(S(O)(=O)=O)=CC=1.O>C1(C)C=CC=CC=1.C(OC(C)C)(C)C>[OH:12][CH:11]1[CH2:10][O:9][CH:1]([C:2]2[CH:7]=[CH:6][CH:5]=[CH:4][CH:3]=2)[O:8][CH2:13]1. Procedure details: To a solution of benzaldehyde (150.0 g, 1.41 mol) in toluene, glycerol (160.0 g, 1.74 mol) was added followed by 4-methylbenzenesulfonic acid (1.0 g) and the mixture was vigorously stirred under reflux with a Dean-Stark water separator. The refluxing was continued until no more water separated in the condenser (6-8 h). The clear solution was treated with 4N NaOH until basic and the organic layer was washed with water (5×100 mL) followed by saturated sodium chloride solution and then dried over a... Reactants: Cc1ccc(NC(=O)c2cccc(C(F)(F)F)c2)cc1Nc1nn(C)cc1-c1cc(S(C)=O)ncn1, CS(C)=O, CC(C)O, NCCN1CCOCC1. Product: Cc1ccc(NC(=O)c2cccc(C(F)(F)F)c2)cc1Nc1nn(C)cc1-c1cc(NCCN2CCOCC2)ncn1. Reaction SMILES: [CH3:1][S:2](=[O:3])[c:4]1[cH:5][c:6](-[c:10]2[c:11]([NH:16][c:17]3[cH:18][c:19]([NH:24][C:25]([c:26]4[cH:27][c:28]([C:32]([F:33])([F:34])[F:35])[cH:29][cH:30][cH:31]4)=[O:36])[cH:20][cH:21][c:22]3[CH3:23])[n:12][n:13]([CH3:15])[cH:14]2)[n:7][cH:8][n:9]1.[CH3:46][S:47]([CH3:48])=[O:49].[CH3:50][CH:51]([OH:52])[CH3:53].[O:37]1[CH2:38][CH2:39][N:40]([CH2:43][CH2:44][NH2:45])[CH2:41][CH2:42]1>>[c:4]1([NH:45][CH2:44][CH2:43][N:40]2[CH2:39][CH2:38][O:37][CH2:42][CH2:41]2)[cH:5][c:6](-[c:10]2[c:11]([NH:16][c:17]3[cH:18][c:19]([NH:24][C:25]([c:26]4[cH:27][c:28]([C:32]([F:33])([F:34])[F:35])[cH:29][cH:30][cH:31]4)=[O:36])[cH:20][cH:21][c:22]3[CH3:23])[n:12][n:13]([CH3:15])[cH:14]2)[n:7][cH:8][n:9]1. Reactants: C1(=CC=CC=C1)C1(C(C(=O)OC)O1)C1=CC=CC=C1 (methyl 3,3-diphenyl-2,3-epoxypropionate), C(C)(=O)OCCO (2-hydroxyethyl acetate). Reagents/catalysts: B(F)(F)F.CCOCC (BF3.Et2O). The solvent is C(C)OCC (diethyl ether). Run at temperature 0 celsius, time 2 hour. Yields the product C(C)(=O)OCCOC(C(C(=O)OC)O)(C1=CC=CC=C1)C1=CC=CC=C1 (Methyl 3-(2-Acetoxyethoxy)-2-hydroxy-3,3-diphenylpropionate). As a reaction SMILES: [C:1]1([C:7]2([C:14]3[CH:19]=[CH:18][CH:17]=[CH:16][CH:15]=3)[O:13][CH:8]2[C:9]([O:11][CH3:12])=[O:10])[CH:6]=[CH:5][CH:4]=[CH:3][CH:2]=1.[C:20]([O:23][CH2:24][CH2:25][OH:26])(=[O:22])[CH3:21]>C(OCC)C.B(F)(F)F.CCOCC>[C:20]([O:23][CH2:24][CH2:25][O:26][C:7]([C:14]1[CH:19]=[CH:18][CH:17]=[CH:16][CH:15]=1)([C:1]1[CH:2]=[CH:3][CH:4]=[CH:5][CH:6]=1)[CH:8]([OH:13])[C:9]([O:11][CH3:12])=[O:10])(=[O:22])[CH3:21] |f:3.4|. Procedure details: 7.95 g (31.3 mmol) of methyl 3,3-diphenyl-2,3-epoxypropionate were dissolved in 20 ml of diethyl ether under N2 and cooled to 0° C., and 5.87 ml (31.3 mmol) of 2-hydroxyethyl acetate (50% strength) and 3 drops of BF3.Et2O were added. After removal of the ice bath, the mixture was stirred at RT for 2 h.